The task is: describe an organic reaction: reactants, conditions, products, and yield. This data is from the Open Reaction Database (ORD), a public repository of structured organic reaction records. The reactants are [PtBu3)PdBr, 2, BrC1=CC=CC(=N1)C=NC1=C(C=CC=C1C(C)C)C(C)C (N-((6-bromopyridin-2-yl)methylene)-2,6-diisopropylaniline), C(CC=C)OC=1C(=CC(=C(C1)B(O)O)C)C (5-(but-3-enyloxy)-2,4-dimethylphenylboronic acid), [OH-].[K+] (KOH). Reagents/catalysts: [Br-].C(C)(C)(C)P(C(C)(C)C)C(C)(C)C.[Pd+] (Palladium(I) tri-tert-butylphosphine bromide). Run in C1CCOC1 (THF). Reaction conditions: time 5 hour. Yields the product C(CC=C)OC=1C(=CC(=C(C1)C1=CC=CC(=N1)C=NC1=C(C=CC=C1C(C)C)C(C)C)C)C (N-((6-(5-(But-3-enyloxy)-2,4-dimethylphenyl)pyridin-2-yl)methylene)-2,6-diisopropylaniline). As a reaction SMILES: Br[C:2]1[N:7]=[C:6]([CH:8]=[N:9][C:10]2[C:15]([CH:16]([CH3:18])[CH3:17])=[CH:14][CH:13]=[CH:12][C:11]=2[CH:19]([CH3:21])[CH3:20])[CH:5]=[CH:4][CH:3]=1.[CH2:22]([O:26][C:27]1[C:28]([CH3:37])=[CH:29][C:30]([CH3:36])=[C:31](B(O)O)[CH:32]=1)[CH2:23][CH:24]=[CH2:25].[OH-].[K+]>[Br-].C(P(C(C)(C)C)C(C)(C)C)(C)(C)C.[Pd+].C1COCC1>[CH2:22]([O:26][C:27]1[C:28]([CH3:37])=[CH:29][C:30]([CH3:36])=[C:31]([C:2]2[N:7]=[C:6]([CH:8]=[N:9][C:10]3[C:15]([CH:16]([CH3:18])[CH3:17])=[CH:14][CH:13]=[CH:12][C:11]=3[CH:19]([CH3:21])[CH3:20])[CH:5]=[CH:4][CH:3]=2)[CH:32]=1)[CH2:23][CH:24]=[CH2:25] |f:2.3,4.5.6|. Procedure details: In the glovebox, N-((6-bromopyridin-2-yl)methylene)-2,6-diisopropylaniline (1.392 g, 4.03 mmol) is combined with 5-(but-3-enyloxy)-2,4-dimethylphenylboronic acid (1.000 g, 4.03 mmol) and KOH (0.678 g, 12.1 mmol) and dry THF (40 mL) is added. Palladium(I) tri-tert-butylphosphine bromide, dimer [PtBu3)PdBr]2 (0.062 g, 0.040 mmol) is added and the reaction mixture is stirred for five hours, removed from the glovebox, and ether (100 mL) is added. The solution is washed with water (50 mL) and then br... Reactants: COC(=O)C=1SC=CC1S(NC1=CC=C(C=C1)N1CCC(CC1)=O)(=O)=O (3-[4-(4-Oxo-piperidine-1-yl)-phenylsulfamoyl]-thiophene-2-carboxylic acid methyl ester), NC[C@H](O)C=1C=CC(=C(C1)NS(=O)(=O)C)O (N-[5-((1R)-2-amino-1-hydroxy-ethyl)-2-hydroxy-phenyl]-methanesulfonamide). Product: COC(=O)C=1SC=CC1S(=O)(=O)NC1=CC=C(C=C1)N1CCC(CC1)NC[C@@H](C1=CC(=C(C=C1)O)NS(=O)(=O)C)O (Methyl3-[(4-{4-[((2R)-2-hydroxy-2-{4-hydroxy-3-[(methylsulfonyl)amino]-phenyl}ethyl)amino]-1-piperidineyl}anilino)sulfonyl]-2-thiophenecarboxylate). RXN SMILES: [CH3:1][O:2][C:3]([C:5]1[S:6][CH:7]=[CH:8][C:9]=1[S:10](=[O:26])(=[O:25])[NH:11][C:12]1[CH:17]=[CH:16][C:15]([N:18]2[CH2:23][CH2:22][C:21](=O)[CH2:20][CH2:19]2)=[CH:14][CH:13]=1)=[O:4].[NH2:27][CH2:28][C@@H:29]([C:31]1[CH:32]=[CH:33][C:34]([OH:42])=[C:35]([NH:37][S:38]([CH3:41])(=[O:40])=[O:39])[CH:36]=1)[OH:30]>>[CH3:1][O:2][C:3]([C:5]1[S:6][CH:7]=[CH:8][C:9]=1[S:10]([NH:11][C:12]1[CH:13]=[CH:14][C:15]([N:18]2[CH2:19][CH2:20][CH:21]([NH:27][CH2:28][C@H:29]([OH:30])[C:31]3[CH:32]=[CH:33][C:34]([OH:42])=[C:35]([NH:37][S:38]([CH3:41])(=[O:40])=[O:39])[CH:36]=3)[CH2:22][CH2:23]2)=[CH:16][CH:17]=1)(=[O:25])=[O:26])=[O:4]. Reported procedure: The title compound was prepared from 3-[4-(4-oxo-piperidine-1-yl)-phenylsulfamoyl]-thiophene-2-carboxylic acid methyl ester (which was obtained in Example 234) and N-[5-((1R)-2-amino-1-hydroxy-ethyl)-2-hydroxy-phenyl]-methanesulfonamide (which was obtained in Example 10) according to the procedure of Example 278 as a pale yellowish solid; 1H NMR (300 MHz, DMSO-d6) δ 1.20-1.40 (m, 2H), 1.70-1.90 (m, 2H), 2.50-2.75 (m, 5H), 3.40-3.55 (m, 2H), 3.89 (s, 2H), 4.46 (dd, J=8.0, 4.2 Hz, 1H), 6.75-6.85 (... The reactants are N1=C(C=NC=C1)NC(=S)N (Pyrazin-2-yl-thiourea), BrC(C(C)=O)C=1C=CC(=C(C1)S(=O)(=O)N)Cl (5-(1-Bromo-2-oxo-propyl)-2-chloro-benzenesulfonamide). Solvent: O1CCOCC1 (1,4-dioxan). Reaction conditions: temperature 70 celsius. Product: ClC1=C(C=C(C=C1)C1=C(N=C(S1)NC1=NC=CN=C1)C)S(=O)(=O)N (2-Chloro-5-[4-methyl-2-(pyrazin-2-ylamino)-thiazol-5-yl]-benzenesulfonamide). Reaction SMILES: [N:1]1[CH:6]=[CH:5][N:4]=[CH:3][C:2]=1[NH:7][C:8]([NH2:10])=[S:9].Br[CH:12]([C:16]1[CH:17]=[CH:18][C:19]([Cl:26])=[C:20]([S:22]([NH2:25])(=[O:24])=[O:23])[CH:21]=1)[C:13](=O)[CH3:14]>O1CCOCC1>[Cl:26][C:19]1[CH:18]=[CH:17][C:16]([C:12]2[S:9][C:8]([NH:7][C:2]3[CH:3]=[N:4][CH:5]=[CH:6][N:1]=3)=[N:10][C:13]=2[CH3:14])=[CH:21][C:20]=1[S:22]([NH2:25])(=[O:24])=[O:23]. Procedure: Pyrazin-2-yl-thiourea (1a) (0.07 g, 0.57 mmol) is added to a stirred solution of 5-(1-Bromo-2-oxo-propyl)-2-chloro-benzenesulfonamide (33b) (0.15 g, 0.46 mmol) in 1,4-dioxan (10 ml) at room temperature. The reaction mixture is heated to 70° C. for 2 h. The resulting precipitate is removed by filtration and dried under vacuum to give the titled compound Reactants: Example 70 ( 70a ), FC1=C(C(=O)O)C=CC(=C1)OCCC(F)(F)F (2-Fluoro-4-(3,3,3-trifluoropropoxy)benzoic acid), Cl.NC(C(=O)O)CC1=CC=C(C=C1)OC(F)(F)F (2-amino-3-[4-(trifluoromethoxy)phenyl]propanoic acid hydrochloride). Yields the product FC1=C(C(=O)NC(C(=O)O)CC2=CC=C(C=C2)OC(F)(F)F)C=CC(=C1)OCCC(F)(F)F (2-{[2-Fluoro-4-(3,3,3-trifluoropropoxy)benzoyl]amino}-3-[4-(trifluoromethoxy)phenyl]propanoic acid). The yield is 93.7%. RXN SMILES: [F:1][C:2]1[CH:10]=[C:9]([O:11][CH2:12][CH2:13][C:14]([F:17])([F:16])[F:15])[CH:8]=[CH:7][C:3]=1[C:4]([OH:6])=O.Cl.[NH2:19][CH:20]([CH2:24][C:25]1[CH:30]=[CH:29][C:28]([O:31][C:32]([F:35])([F:34])[F:33])=[CH:27][CH:26]=1)[C:21]([OH:23])=[O:22]>>[F:1][C:2]1[CH:10]=[C:9]([O:11][CH2:12][CH2:13][C:14]([F:17])([F:16])[F:15])[CH:8]=[CH:7][C:3]=1[C:4]([NH:19][CH:20]([CH2:24][C:25]1[CH:26]=[CH:27][C:28]([O:31][C:32]([F:33])([F:34])[F:35])=[CH:29][CH:30]=1)[C:21]([OH:23])=[O:22])=[O:6] |f:1.2|. Procedure details: A reaction similar to that described in Example 70 (70a) was conducted using 2-fluoro-4-(3,3,3-trifluoropropoxy)benzoic acid (177 mg) prepared in Example 84 (84a) and 2-amino-3-[4-(trifluoromethoxy)phenyl]propanoic acid hydrochloride (200 mg) prepared in Reference Example 2 to give 317 mg of the title compound (white powder). Starting materials: FC1=CC=CC2=C1CCC(C(N2)=O)N2N=NC(=C2)C2=CC(=C(C=C2)I)OC (6-Fluoro-3-[4-(4-iodo-3-methoxy-phenyl)-1,2,3-triazol-1-yl]-1,3,4,5-tetrahydro-1-benzazepin-2-one), C([O-])([O-])=O.[Cs+].[Cs+] (Cesium carbonate), FC(S(=O)(=O)OCC(F)(F)F)(F)F (2,2,2-trifluoroethyl trifluoromethanesulfonate). Solvent: C1CCOC1 (THF), O (water). The product is FC1=CC=CC2=C1CCC(C(N2CC(F)(F)F)=O)N2N=NC(=C2)C2=CC(=C(C=C2)I)OC (6-Fluoro-3-[4-(4-iodo-3-methoxy-phenyl)-1,2,3-triazol-1-yl]-1-(2,2,2-trifluoro-ethyl)-1,3,4,5-tetrahydro-1-benzazepin-2-one). The yield is 90.9%. As a reaction SMILES: [F:1][C:2]1[C:7]2[CH2:8][CH2:9][CH:10]([N:14]3[CH:18]=[C:17]([C:19]4[CH:24]=[CH:23][C:22]([I:25])=[C:21]([O:26][CH3:27])[CH:20]=4)[N:16]=[N:15]3)[C:11](=[O:13])[NH:12][C:6]=2[CH:5]=[CH:4][CH:3]=1.C(=O)([O-])[O-].[Cs+].[Cs+].FC(F)(F)S(O[CH2:40][C:41]([F:44])([F:43])[F:42])(=O)=O>C1COCC1.O>[F:1][C:2]1[C:7]2[CH2:8][CH2:9][CH:10]([N:14]3[CH:18]=[C:17]([C:19]4[CH:24]=[CH:23][C:22]([I:25])=[C:21]([O:26][CH3:27])[CH:20]=4)[N:16]=[N:15]3)[C:11](=[O:13])[N:12]([CH2:40][C:41]([F:44])([F:43])[F:42])[C:6]=2[CH:5]=[CH:4][CH:3]=1 |f:1.2.3|. Procedure details: 6-Fluoro-3-[4-(4-iodo-3-methoxy-phenyl)-1,2,3-triazol-1-yl]-1,3,4,5-tetrahydro-1-benzazepin-2-one (20 g, 41.8 mmol) was suspended in THF and stirred at room temperature. Cesium carbonate (24.53 g, 75 mmol) was added, followed by 2,2,2-trifluoroethyl trifluoromethanesulfonate (14.56 g, 62.7 mmol). The mixture was heated to gentle reflux for 2 h. The reaction was diluted with water, and the aqueous layer was extracted with EtOAc. The combined organic fractions were dried over Na2SO4, filtered, and...